From a dataset of the Open Reaction Database (ORD), a public repository of structured organic reaction records. describe an organic reaction: reactants, conditions, products, and yield Product: CC(C)NCC#CC1(O)c2ccccc2-c2ccccc21. RXN SMILES: [CH2:27]([Li:28])[CH2:29][CH2:30][CH3:31].[CH:20]([CH3:21])([CH3:22])[NH:23][CH2:24][C:25]#[CH:26].[O:15]1[CH2:16][CH2:17][CH2:18][CH2:19]1.[O:1]=[C:2]1[c:3]2[cH:4][cH:5][cH:6][cH:7][c:8]2-[c:9]2[cH:10][cH:11][cH:12][cH:13][c:14]21.[OH2:32]>>[OH:1][C:2]1([C:26]#[C:25][CH2:24][NH:23][CH:20]([CH3:21])[CH3:22])[c:3]2[cH:4][cH:5][cH:6][cH:7][c:8]2-[c:9]2[cH:10][cH:11][cH:12][cH:13][c:14]21. Starting materials: [Li]CCCC, C#CCNC(C)C, C1CCOC1, O=C1c2ccccc2-c2ccccc21, O.